From a dataset of the Open Reaction Database (ORD), a public repository of structured organic reaction records. describe an organic reaction: reactants, conditions, products, and yield Reported procedure: The 5-(5-bromobutyryl)-8-chloro-5,10-dihydro-11H-dibenzo(b,e)(1,4)-diazepine-11-one, used as starting material, is synthesized similarly to the starting material described in Example 1 from 8-chloro-5,10-dihydro-11H-dibenzo(b,e)(1,4)-diazepine-11-one and 4-bromobutyryl chloride. The yield is 83.1% of the theoretical yield and the melting point is 176°-177° C. The reactants are 5-(5-bromobutyryl)-8-chloro-5,10-dihydro-11H-dibenzo(b,e)(1,4)-diazepine-11-one, ClC=1C=CC2=C(NC(C3=C(N2)C=CC=C3)=O)C1 (8-chloro-5,10-dihydro-11H-dibenzo(b,e)(1,4)-diazepine-11-one), BrCCCC(=O)Cl (4-bromobutyryl chloride). Yields the product ClC=1C=CC2=C(NC(C3=C(N2C(CCCN(CC)CC)=O)C=CC=C3)=O)C1 (8-Chloro-5-(4-diethylamino-butyryl)-5,10-dihydro-11H-dibenzo(b,e)(1,4)-diazepine-11-one). RXN SMILES: [Cl:1][C:2]1[CH:3]=[CH:4][C:5]2[NH:11][C:10]3[CH:12]=[CH:13][CH:14]=[CH:15][C:9]=3[C:8](=[O:16])[NH:7][C:6]=2[CH:17]=1.Br[CH2:19][CH2:20][CH2:21][C:22](Cl)=[O:23]>>[Cl:1][C:2]1[CH:3]=[CH:4][C:5]2[N:11]([C:22](=[O:23])[CH2:21][CH2:20][CH2:19][N:7]([CH2:8][CH3:9])[CH2:6][CH3:5])[C:10]3[CH:12]=[CH:13][CH:14]=[CH:15][C:9]=3[C:8](=[O:16])[NH:7][C:6]=2[CH:17]=1. The reactants are CNOC, CCOCC, Cc1nn(-c2cc(CC(Cl)C(=O)O)c(Cl)cc2Cl)c(=O)n1C(F)F, Cl, C1CCOC1, O=S(Cl)Cl, c1ccncc1. Yields the product CON(C)C(=O)C(Cl)Cc1cc(-n2nc(C)n(C(F)F)c2=O)c(Cl)cc1Cl. As a reaction SMILES: [CH3:30][NH:31][O:32][CH3:33].[CH3:45][CH2:46][O:47][CH2:48][CH3:49].[Cl:1][CH:2]([C:3](=[O:4])[OH:5])[CH2:6][c:7]1[c:8]([Cl:24])[cH:9][c:10]([Cl:23])[c:11](-[n:13]2[n:14][c:15]([CH3:22])[n:16]([CH:19]([F:20])[F:21])[c:17]2=[O:18])[cH:12]1.[ClH:29].[O:40]1[CH2:41][CH2:42][CH2:43][CH2:44]1.[S:25]([Cl:26])([Cl:27])=[O:28].[cH:34]1[cH:35][cH:36][n:37][cH:38][cH:39]1>>[Cl:1][CH:2]([C:3](=[O:5])[N:31]([CH3:30])[O:32][CH3:33])[CH2:6][c:7]1[c:8]([Cl:24])[cH:9][c:10]([Cl:23])[c:11](-[n:13]2[n:14][c:15]([CH3:22])[n:16]([CH:19]([F:20])[F:21])[c:17]2=[O:18])[cH:12]1. The reactants are C1(CCCCC1)N (cyclohexylamine), C([O-])(O)=O.[Na+] (sodium bicarbonate), BrCC(=O)OC(C)(C)C (t-butyl bromoacetate). Solvent: C(C)O (ethanol). Yields the product C(C)(C)(C)OC(CNC1CCCCC1)=O (N-cyclohexylglycine t-butyl ester). Yield: 97.1%. As a reaction SMILES: [CH:1]1([NH2:7])[CH2:6][CH2:5][CH2:4][CH2:3][CH2:2]1.C(=O)(O)[O-].[Na+].Br[CH2:14][C:15]([O:17][C:18]([CH3:21])([CH3:20])[CH3:19])=[O:16]>C(O)C>[C:18]([O:17][C:15](=[O:16])[CH2:14][NH:7][CH:1]1[CH2:6][CH2:5][CH2:4][CH2:3][CH2:2]1)([CH3:21])([CH3:20])[CH3:19] |f:1.2|. Reported procedure: To a mixture of cyclohexylamine (61.0 g, 0.615 mol) and sodium bicarbonate (12.9 g, 0.154 mol) in 200 ml of ethanol was added dropwise t-butyl bromoacetate (30.0 g, 0.154 mol). After 72 hours the ethanol was evaporated and the residue partitioned between water and chloroform. The chloroform layer was washed with water, dried, filtered and concentrated under vacuum to give 31.9 g (97%) of N-cyclohexylglycine t-butyl ester as an oil, Rf =0.59 (25% acetone/25% ethyl acetate/50% hexane). The reactants are C(=O)([O-])C(O)C(O)C(=O)[O-].[Na+].[K+] (potassium sodium tartrate), [H-] (hydride), COC(=O)C=1C=2C=CNC2C=CC1 (1H-indole-4-carboxylic acid methyl ester), C(C)(=O)OCC (Ethyl acetate). The solvent is C(C)OCC (diethyl ether). Run at temperature -70 celsius, time 1 hour. Yields the product N1C=CC=2C(=CC=CC12)CO (1H-indole-4-methanol). Yield: 101.5%. RXN SMILES: [H-].C[O:3][C:4]([C:6]1[C:7]2[CH:8]=[CH:9][NH:10][C:11]=2[CH:12]=[CH:13][CH:14]=1)=O.C(OCC)(=O)C.C(C(C(C([O-])=O)O)O)([O-])=O.[Na+].[K+]>C(OCC)C>[NH:10]1[C:11]2[CH:12]=[CH:13][CH:14]=[C:6]([CH2:4][OH:3])[C:7]=2[CH:8]=[CH:9]1 |f:3.4.5|. Procedure: biisobutylaluminum hydride (1M in toluene; 1.3 mL, 1.3 mmol) was added to a solution of 1H-indole-4-carboxylic acid methyl ester (Example 1; 85 mg, 0.49 mmol) in diethyl ether (1.6 mL) at −70° C. The solution was allowed to stir at −70° C. for 1 h, then at room temperature for 1 h. Ethyl acetate (20 mL) was added and the solution was stirred with an aqueous solution of potassium sodium tartrate (30% w/v; 20 mL) for 30 min. The layers were separated and the aqueous layer was extracted with ethyl ... Reactants: NC1=C(C=C(C(=N1)OC)C(CCC1CCN(CC1)C(=O)OC(C)(C)C)=O)Cl (tert-butyl 4-{3-[6-amino-5-chloro-2-(methyloxy)-3-pyridinyl]-3-oxopropyl}-1-piperidinecarboxylate). Solvent: Cl (hydrochloric acid). Run at time 18 hour. The product is Cl.NC1=C(C=C(C(=N1)OC)C(CCC1CCNCC1)=O)Cl (1-(6-Amino-5-chloro-2-methoxy-3-pyridinyl)-3-(4-piperidinyl)-1-propanone hydrochloride). Isolated yield 94.6%. RXN SMILES: [NH2:1][C:2]1[N:7]=[C:6]([O:8][CH3:9])[C:5]([C:10](=[O:26])[CH2:11][CH2:12][CH:13]2[CH2:18][CH2:17][N:16](C(OC(C)(C)C)=O)[CH2:15][CH2:14]2)=[CH:4][C:3]=1[Cl:27]>Cl>[ClH:27].[NH2:1][C:2]1[N:7]=[C:6]([O:8][CH3:9])[C:5]([C:10](=[O:26])[CH2:11][CH2:12][CH:13]2[CH2:18][CH2:17][NH:16][CH2:15][CH2:14]2)=[CH:4][C:3]=1[Cl:27] |f:2.3|. Reported procedure: A mixture of tert-butyl 4-{3-[6-amino-5-chloro-2-(methyloxy)-3-pyridinyl]-3-oxopropyl}-1-piperidinecarboxylate (step 5, 610 mg, 1.53 mmol) in 10% methanolic hydrochloric acid (6 ml) was stirred at room temperature for 18 h. The formed solid was collected by filtration, washed with methanol and dried to give 242.0 mg (47%) of the title compound as a white solid. Reactants: C(C)OC(C(CCCNC(=O)OC(C)(C)C)O)=O (2-Hydroxy-5-(t-butyloxycarbonylamino)pentanoic acid ethyl ester), C1(=CC=CC=C1)P(C1=CC=CC=C1)C1=CC=CC=C1 (triphenylphosphine), CCOC(=O)/N=N/C(=O)OCC (diethylazodicarboxylate), C1(=CC=CC=C1)P(=O)(C1=CC=CC=C1)N=[N+]=[N-] (diphenylphosphorylazide). The solvent is C1CCOC1 (THF), ClCCl (dichloromethane), C(C)O (ethanol). Product: C(C)OC(C(CCCNC(=O)OC(C)(C)C)N=[N+]=[N-])=O (2-Azido-5-(t-butyloxycarbonylamino)pentanoic acid ethyl ester). Reaction SMILES: [CH2:1]([O:3][C:4](=[O:18])[CH:5](O)[CH2:6][CH2:7][CH2:8][NH:9][C:10]([O:12][C:13]([CH3:16])([CH3:15])[CH3:14])=[O:11])[CH3:2].C1(P(C2C=CC=CC=2)C2C=CC=CC=2)C=CC=CC=1.CCOC(/N=N/C(OCC)=O)=O.C1(P([N:64]=[N+:65]=[N-:66])(C2C=CC=CC=2)=O)C=CC=CC=1>C1COCC1.C(O)C.ClCCl>[CH2:1]([O:3][C:4](=[O:18])[CH:5]([N:64]=[N+:65]=[N-:66])[CH2:6][CH2:7][CH2:8][NH:9][C:10]([O:12][C:13]([CH3:16])([CH3:15])[CH3:14])=[O:11])[CH3:2]. Reported procedure: 2-Hydroxy-5-(t-butyloxycarbonylamino)pentanoic acid ethyl ester, (11, 26.1 g, 0.1 mol), triphenylphosphine (26.2 g, 0.10 mol), diethylazodicarboxylate (17.4 g, 0.1 mol), and diphenylphosphorylazide (27.5 g, 0.1 mol) is dissolved in THF (500 mL) and heated to reflux and maintained there for 8 hours. The reaction is cooled to room temperature, evaporated to an oil, and the product isolated by column chromatography using dichloromethane:ethanol as eluent. The reactants are compound 5, ClC1=NNC(=C1C)C=1C(=CC(=C(C(=O)O)C1)C)C (5-(3-chloro-4-methyl-1H-pyrazol-5-yl)-2,4-dimethylbenzoic acid), ClC1=NNC(=C1C)C=1C(=CC(=C(C(=O)O)C1)C)C (5-(3-chloro-4-methyl-1H-pyrazol-5-yl)-2,4-dimethylbenzoic acid), CC=1NC(=C(N1)C)C=1C=C(C(=O)O)C=CC1C (3-(2,4-dimethyl-1H-imidazol-5-yl)-4-methylbenzoic acid), Cl.N1CC(C1)C1=CC=C(C#N)C=C1 (4-(azetidin-3-yl)benzonitrile hydrochloride), Cl.FC1(CNC1)C1=CC=C(C#N)C=C1 (4-(3-Fluoroazetidin-3-yl)benzonitrile hydrochloride), Cl.FC1(CNC1)C1=CC=C(C#N)C=C1 (4-(3-Fluoroazetidin-3-yl)benzonitrile hydrochloride). The product is ClC1=NNC(=C1C)C=1C(=CC(=C(C(=O)N2CC(C2)(F)C2=CC=C(C#N)C=C2)C1)C)C (4-(1-(5-(3-Chloro-4-methyl-1H-pyrazol-5-yl)-2,4-dimethylbenzoyl)-3-fluoroazetidin-3-yl)benzonitrile). Reaction SMILES: [Cl:1][C:2]1[C:6]([CH3:7])=[C:5]([C:8]2[C:9]([CH3:18])=[CH:10][C:11]([CH3:17])=[C:12]([CH:16]=2)[C:13]([OH:15])=O)[NH:4][N:3]=1.CC1NC(C2C=C(C=CC=2C)C(O)=O)=C(C)N=1.Cl.[F:37][C:38]1([C:42]2[CH:49]=[CH:48][C:45]([C:46]#[N:47])=[CH:44][CH:43]=2)[CH2:41][NH:40][CH2:39]1.Cl.N1CC(C2C=CC(C#N)=CC=2)C1>>[Cl:1][C:2]1[C:6]([CH3:7])=[C:5]([C:8]2[C:9]([CH3:18])=[CH:10][C:11]([CH3:17])=[C:12]([CH:16]=2)[C:13]([N:40]2[CH2:39][C:38]([C:42]3[CH:43]=[CH:44][C:45]([C:46]#[N:47])=[CH:48][CH:49]=3)([F:37])[CH2:41]2)=[O:15])[NH:4][N:3]=1 |f:2.3,4.5|. Reported procedure: The title compound was prepared using standard chemical manipulations and procedures similar to those used for the preparation of compound 5, except 5-(3-chloro-4-methyl-1H-pyrazol-5-yl)-2,4-dimethylbenzoic acid (compound 250.6) was used in place of 3-(2,4-dimethyl-1H-imidazol-5-yl)-4-methylbenzoic acid (compound 5.7) and 4-(3-fluoroazetidin-3-yl)benzonitrile hydrochloride (compound 43.4) was used in place of 4-(azetidin-3-yl)benzonitrile hydrochloride (compound 5.2). m/z (ES+) 423 (M+H)+. Reactants: N(=NC(=O)OCC)C(=O)OCC (diethyl azodicarboxylate), C[Si](CCOC(NC1=CC(=C(C=C1)C(C)O)Cl)=O)(C)C ([3-chloro-4-(1-hydroxy-ethyl)-phenyl]-carbamic acid 2-trimethylsilanyl-ethyl ester), C1(=CC=CC=C1)P(C1=CC=CC=C1)C1=CC=CC=C1 (triphenyl-phosphine), N=[N+]=[N-] (hydrazoic acid). Run in O1CCCC1 (tetrahydrofuran), ClCCl (dichloromethane). Product: C[Si](CCOC(NC1=CC(=C(C=C1)C(C)N=[N+]=[N-])Cl)=O)(C)C ([4-(1-Azido-ethyl)-3-chloro-phenyl]-carbamic acid 2-trimethylsilanyl-ethyl ester). Reaction SMILES: [CH3:1][Si:2]([CH3:20])([CH3:19])[CH2:3][CH2:4][O:5][C:6](=[O:18])[NH:7][C:8]1[CH:13]=[CH:12][C:11]([CH:14](O)[CH3:15])=[C:10]([Cl:17])[CH:9]=1.C1(P(C2C=CC=CC=2)C2C=CC=CC=2)C=CC=CC=1.[NH:40]=[N+:41]=[N-:42].N(C(OCC)=O)=NC(OCC)=O>O1CCCC1.ClCCl>[CH3:1][Si:2]([CH3:20])([CH3:19])[CH2:3][CH2:4][O:5][C:6](=[O:18])[NH:7][C:8]1[CH:13]=[CH:12][C:11]([CH:14]([N:40]=[N+:41]=[N-:42])[CH3:15])=[C:10]([Cl:17])[CH:9]=1. Procedure: To a solution of [3-chloro-4-(1-hydroxy-ethyl)-phenyl]-carbamic acid 2-trimethylsilanyl-ethyl ester (1.25 g) in tetrahydrofuran (20 mL) at 0° C. under an atmosphere of argon is added triphenyl-phosphine (2.6 g), hydrazoic acid (approximately 2.5 molar equivalents in dichloromethane, prepared by the method of Fieser and Fieser, Reagents for Organic Synthesis, Vol. 1, pg. 446; Wiley, N.Y.) and diethyl azodicarboxylate (1.72 g). After approximately 10 minutes the solvent is removed under reduced pr... As a reaction SMILES: CC(N)C1C=CC=CC=1.C(OC([NH:20][CH:21]([PH:26](=[O:28])[OH:27])[C:22]([SH:25])([CH3:24])[CH3:23])=O)C1C=CC=CC=1>>[NH2:20][CH:21]([PH:26](=[O:27])[OH:28])[C:22]([SH:25])([CH3:24])[CH3:23]. Yields the product NC(C(C)(C)S)P(O)=O ((+)-(1-amino-2-mercapto-2-methylpropyl)phosphinic acid). Procedure details: The (-)-α-methylbenzylamine salt of (+)-(1-benzyloxycarbonylamino-2-mercapto-2-methylpropyl)phosphinic acid [paragraph (b)] was treated in an analogous manner to that described in paragraph (d) to give (+)-(1-amino-2-mercapto-2-methylpropyl)phosphinic acid of melting point 215° C. (decomposition); [α]D25 =+4.0° (c=1.5% in water). The reactants are CC(C1=CC=CC=C1)N ((-)-α-methylbenzylamine), C(C1=CC=CC=C1)OC(=O)NC(C(C)(C)S)P(O)=O ((+)-(1-benzyloxycarbonylamino-2-mercapto-2-methylpropyl)phosphinic acid), ( d ). Starting materials: ClS(=O)(=O)C1=CC=C2C(=CN=C(C2=C1)Cl)Cl (7-chlorosulphonyl-1,4-dichloroisoquinoline), N (ammonia). Run at time 1.5 hour. Product: ClC1=NC=C(C2=CC=C(C=C12)S(N)(=O)=O)Cl (1,4-dichloro-7-sulphamoylisoquinoline). Reaction SMILES: Cl[S:2]([C:5]1[CH:14]=[C:13]2[C:8]([C:9]([Cl:16])=[CH:10][N:11]=[C:12]2[Cl:15])=[CH:7][CH:6]=1)(=[O:4])=[O:3].[NH3:17]>>[Cl:15][C:12]1[C:13]2[C:8](=[CH:7][CH:6]=[C:5]([S:2](=[O:4])(=[O:3])[NH2:17])[CH:14]=2)[C:9]([Cl:16])=[CH:10][N:11]=1. Procedure details: 7-chlorosulphonyl-1,4-dichloroisoquinoline (110 mg, 0.37 mmol) was dissolved in a solution of saturated methanolic ammonia (NH3) (10 mL) and the solution stirred at room temperature for 1.5 hours. The solvents were evaporated in vacuo and the residue was azeotroped with CH2Cl2 and then partitioned between EtOAc and water. The organic phase was washed with brine, dried (MgSO4) and evaporated in vacuo to give 1,4-dichloro-7-sulphamoylisoquinoline (98 mg, 0.35 mmol) as a white solid.